Dataset: the Open Reaction Database (ORD), a public repository of structured organic reaction records. Task: describe an organic reaction: reactants, conditions, products, and yield Reactants: CN1C(=O)N(c2ccccc2Br)Cc2cnc(S(C)(=O)=O)nc21, CN1CCCC1=O, Cl, O=C(O)C(F)(F)F, Nc1ccc2c(c1)OCC(CO)O2. Product: CN1C(=O)N(c2ccccc2Br)Cc2cnc(Nc3ccc4c(c3)OCC(CO)O4)nc21. Reaction SMILES: [Br:1][c:2]1[c:3]([N:8]2[C:9](=[O:23])[N:10]([CH3:22])[c:11]3[n:12][c:13]([S:18]([CH3:19])(=[O:20])=[O:21])[n:14][cH:15][c:16]3[CH2:17]2)[cH:4][cH:5][cH:6][cH:7]1.[CH3:45][N:46]1[CH2:47][CH2:48][CH2:49][C:50]1=[O:51].[ClH:44].[F:37][C:38]([F:39])([F:40])[C:41]([OH:42])=[O:43].[OH:24][CH2:25][CH:26]1[CH2:27][O:28][c:29]2[c:30]([cH:32][cH:33][c:34]([NH2:36])[cH:35]2)[O:31]1>>[Br:1][c:2]1[c:3]([N:8]2[C:9](=[O:23])[N:10]([CH3:22])[c:11]3[n:12][c:13]([NH:36][c:34]4[cH:33][cH:32][c:30]5[c:29]([cH:35]4)[O:28][CH2:27][CH:26]([CH2:25][OH:24])[O:31]5)[n:14][cH:15][c:16]3[CH2:17]2)[cH:4][cH:5][cH:6][cH:7]1. Reactants: [N+](=O)([O-])C=1C=CC2=C(N(CCO2)CC=2C=C(C(=O)OC)C=CC2)C1 (methyl 3-(6-nitro-2,3-dihydrobenz-1,4-oxazin-4-ylmethyl)benzoate). The reagents and catalysts are [Pd] (palladium-on-carbon). Run in C(C)(=O)OCC (ethyl acetate). Yields the product NC=1C=CC2=C(N(CCO2)CC=2C=C(C(=O)OC)C=CC2)C1 (methyl 3-(6-amino-2,3-dihydrobenz-1,4-oxazin-4-ylmethyl)benzoate). The yield is 50.8%. RXN SMILES: [N+:1]([C:4]1[CH:5]=[CH:6][C:7]2[O:12][CH2:11][CH2:10][N:9]([CH2:13][C:14]3[CH:15]=[C:16]([CH:21]=[CH:22][CH:23]=3)[C:17]([O:19][CH3:20])=[O:18])[C:8]=2[CH:24]=1)([O-])=O>C(OCC)(=O)C.[Pd]>[NH2:1][C:4]1[CH:5]=[CH:6][C:7]2[O:12][CH2:11][CH2:10][N:9]([CH2:13][C:14]3[CH:15]=[C:16]([CH:21]=[CH:22][CH:23]=3)[C:17]([O:19][CH3:20])=[O:18])[C:8]=2[CH:24]=1. Reported procedure: A mixture of methyl 3-(6-nitro-2,3-dihydrobenz-1,4-oxazin-4-ylmethyl)benzoate (0.65 g.) and palladium-on-carbon (10% w/w, 0.025 g.) in ethyl acetate (40 ml.) was hydrogenated at an initial pressure of 2.9 bar. The catalyst was removed by filtration through diatomaceous earth, washing the filter cake with ethyl acetate, and the filtrate was evaporated to give methyl 3-(6-amino-2,3-dihydrobenz-1,4-oxazin-4-ylmethyl)benzoate (X) (0.3 g., 51%) as a gum; partial NMR (80 MHz, CDCl3): 3.3(m,2H, N.CH2CH... Reactants: C(C1=CC=CC=C1)(=O)OC(C(C=CO)=O)C(C)=O (4-Benzoyloxy-1-hydroxy-1-hexene-3,5-dione). Solvent: C(C)(=O)O (acetic acid). Product: C(C1=CC=CC=C1)(=O)OC1=C(OC=CC1=O)C (3-benzoyloxy-2-methyl-4-pyrone). Yield: 81.2%. As a reaction SMILES: [C:1]([O:9][CH:10]([C:16](=[O:18])[CH3:17])[C:11](=[O:15])[CH:12]=[CH:13]O)(=[O:8])[C:2]1[CH:7]=[CH:6][CH:5]=[CH:4][CH:3]=1>C(O)(=O)C>[C:1]([O:9][C:10]1[C:11](=[O:15])[CH:12]=[CH:13][O:18][C:16]=1[CH3:17])(=[O:8])[C:2]1[CH:3]=[CH:4][CH:5]=[CH:6][CH:7]=1. Procedure details: 4-Benzoyloxy-1-hydroxy-1-hexene-3,5-dione (54.20 g, 218 mmol) is refluxed for 2 hours in 400 ml of acetic acid, the reaction mixture is concentrated at 40° C. on a rotary evaporator, the residue is dissolved in 500 ml of dichloromethane and washed twice with 300 ml of saturated sodium bicarbonate solution. The organic phase is dried over magnesium sulphate, concentrated on a rotary evaporator and gives 40.75 g (81.2%) of 3-benzoyloxy-2-methyl-4-pyrone, content 73%, m.p.: 106°-110° C. Reactants: COCCN1CCC(COC(=O)Oc2ccc([N+](=O)[O-])cc2)CC1, COc1ccc(N2CCNCC2)cc1, CCN(C(C)C)C(C)C, O=C(Cl)Oc1ccc([N+](=O)[O-])cc1, ClCCl, CN(C)C=O. Reaction SMILES: [C:1]([O:2][CH2:3][CH:4]1[CH2:5][CH2:6][N:7]([CH2:10][CH2:11][O:12][CH3:13])[CH2:8][CH2:9]1)([O:14][c:15]1[cH:16][cH:17][c:18]([N+:19]([O-:20])=[O:21])[cH:22][cH:23]1)=[O:24].[CH3:38][O:39][c:40]1[cH:41][cH:42][c:43]([N:46]2[CH2:47][CH2:48][NH:49][CH2:50][CH2:51]2)[cH:44][cH:45]1.[CH:52]([N:53]([CH2:54][CH3:55])[CH:56]([CH3:57])[CH3:58])([CH3:59])[CH3:60].[Cl:25][C:26]([O:27][c:28]1[cH:29][cH:30][c:31]([N+:32]([O-:33])=[O:34])[cH:35][cH:36]1)=[O:37].[Cl:61][CH2:62][Cl:63].[O:64]=[CH:65][N:66]([CH3:67])[CH3:68]>>[C:1]([O:2][CH2:3][CH:4]1[CH2:5][CH2:6][N:7]([CH2:10][CH2:11][O:12][CH3:13])[CH2:8][CH2:9]1)(=[O:24])[N:49]1[CH2:48][CH2:47][N:46]([c:43]2[cH:42][cH:41][c:40]([O:39][CH3:38])[cH:45][cH:44]2)[CH2:51][CH2:50]1. Yields the product COCCN1CCC(COC(=O)N2CCN(c3ccc(OC)cc3)CC2)CC1. Starting materials: O=C([O-])O, [Na+], O=S(=O)(Cl)Cl, Cc1ccccc1, c1ccncc1, OCCCSc1ccc2c(-c3c(-c4ccccn4)nn4c3CCC4)ccnc2c1. The product is ClCCCSc1ccc2c(-c3c(-c4ccccn4)nn4c3CCC4)ccnc2c1. Reaction SMILES: [C:42](=[O:43])([OH:44])[O-:45].[Na+:46].[S:30]([Cl:31])(=[O:32])([Cl:33])=[O:34].[c:35]1([CH3:36])[cH:37][cH:38][cH:39][cH:40][cH:41]1.[cH:47]1[cH:48][cH:49][n:50][cH:51][cH:52]1.[n:1]1[c:2](-[c:7]2[c:8](-[c:15]3[cH:16][cH:17][n:18][c:19]4[cH:20][c:21]([S:25][CH2:26][CH2:27][CH2:28][OH:29])[cH:22][cH:23][c:24]34)[c:9]3[n:10]([n:11]2)[CH2:12][CH2:13][CH2:14]3)[cH:3][cH:4][cH:5][cH:6]1>>[n:1]1[c:2](-[c:7]2[c:8](-[c:15]3[cH:16][cH:17][n:18][c:19]4[cH:20][c:21]([S:25][CH2:26][CH2:27][CH2:28][Cl:33])[cH:22][cH:23][c:24]34)[c:9]3[n:10]([n:11]2)[CH2:12][CH2:13][CH2:14]3)[cH:3][cH:4][cH:5][cH:6]1. Starting materials: CC(=O)OC(C)=O, Cc1c(C)c2c(c(C)c1O)CCC(C)(COc1ccc([N+](=O)[O-])cc1)O2, c1ccncc1. Product: CC(=O)Oc1c(C)c(C)c2c(c1C)CCC(C)(COc1ccc([N+](=O)[O-])cc1)O2. RXN SMILES: [CH3:27][C:28](=[O:29])[O:30][C:31](=[O:32])[CH3:33].[OH:1][c:2]1[c:3]([CH3:26])[c:4]2[c:9]([c:10]([CH3:13])[c:11]1[CH3:12])[O:8][C:7]([CH2:14][O:15][c:16]1[cH:17][cH:18][c:19]([N+:22](=[O:23])[O-:24])[cH:20][cH:21]1)([CH3:25])[CH2:6][CH2:5]2.[cH:34]1[cH:35][cH:36][n:37][cH:38][cH:39]1>>[O:1]([c:2]1[c:3]([CH3:26])[c:4]2[c:9]([c:10]([CH3:13])[c:11]1[CH3:12])[O:8][C:7]([CH2:14][O:15][c:16]1[cH:17][cH:18][c:19]([N+:22](=[O:23])[O-:24])[cH:20][cH:21]1)([CH3:25])[CH2:6][CH2:5]2)[C:28]([CH3:27])=[O:29]. Starting materials: Cc1ccc(S(=O)(=O)OCCC2CN(C(=O)OC(C)(C)C)CCN2C(=O)OC(C)(C)C)cc1, CN(C)C=O, [H-], [Na+], O=C1NCCO1. The product is CC(C)(C)OC(=O)N1CCN(C(=O)OC(C)(C)C)C(CCN2CCOC2=O)C1. As a reaction SMILES: [C:9]([CH3:10])([CH3:11])([CH3:12])[O:13][C:14](=[O:15])[N:16]1[CH:17]([CH2:29][CH2:30][O:31][S:32]([c:33]2[cH:34][cH:35][c:36]([CH3:37])[cH:38][cH:39]2)(=[O:40])=[O:41])[CH2:18][N:19]([C:22](=[O:23])[O:24][C:25]([CH3:26])([CH3:27])[CH3:28])[CH2:20][CH2:21]1.[CH3:42][N:43]([CH3:44])[CH:45]=[O:46].[H-:1].[Na+:2].[O:3]1[C:4](=[O:8])[NH:5][CH2:6][CH2:7]1>>[O:3]1[C:4](=[O:8])[N:5]([CH2:30][CH2:29][CH:17]2[N:16]([C:14]([O:13][C:9]([CH3:10])([CH3:11])[CH3:12])=[O:15])[CH2:21][CH2:20][N:19]([C:22](=[O:23])[O:24][C:25]([CH3:26])([CH3:27])[CH3:28])[CH2:18]2)[CH2:6][CH2:7]1.